Dataset: the Open Reaction Database (ORD), a public repository of structured organic reaction records. Task: describe an organic reaction: reactants, conditions, products, and yield Starting materials: Cl.[N+](=O)([O-])C1=CC=C(OCCCCN)C=C1 (4-(4-nitrophenoxy)-butaneamine hydrochloride), [OH-].[Na+] (NaOH), CC1=CC=C(C=C1)S(=O)(=O)Cl (4-methylbenzenesulfonyl chloride). The solvent is C(C)OCC (diethylether), O (water). Conditions: time 3 hour. The product is CC1=CC=C(C=C1)S(=O)(=O)NCCCCOC1=CC=C(C=C1)[N+](=O)[O-] (4-Methyl-N-[4-(4-nitrophenoxy)butyl]benzenesulfonamide). RXN SMILES: Cl.[N+:2]([C:5]1[CH:16]=[CH:15][C:8]([O:9][CH2:10][CH2:11][CH2:12][CH2:13][NH2:14])=[CH:7][CH:6]=1)([O-:4])=[O:3].[OH-].[Na+].[CH3:19][C:20]1[CH:25]=[CH:24][C:23]([S:26](Cl)(=[O:28])=[O:27])=[CH:22][CH:21]=1>O.C(OCC)C>[CH3:19][C:20]1[CH:25]=[CH:24][C:23]([S:26]([NH:14][CH2:13][CH2:12][CH2:11][CH2:10][O:9][C:8]2[CH:15]=[CH:16][C:5]([N+:2]([O-:4])=[O:3])=[CH:6][CH:7]=2)(=[O:28])=[O:27])=[CH:22][CH:21]=1 |f:0.1,2.3|. Reported procedure: A solution of 8.8 g of 4-(4-nitrophenoxy)-butaneamine hydrochloride (Example 34) in 200 ml of water is treated successively with 9 ml of 10N NaOH, and a solution of 7.5 g of 4-methylbenzenesulfonyl chloride in 200 ml of diethylether. The reaction is stirred at room temperature for 3 hours, the precipitate collected, washed with water and diethylether, and air dried. Recrystallization from 50% aqueous ethanol gives the desired product as a solid, m.p. 87°-88° C.; yield, 1.2 g. Starting materials: O=C1N(CCBr)c2ccccc2C12CC2c1ccc(Cl)cc1, COC(=O)c1c[nH]cn1, [H-], [Na+], CN(C)C=O. Product: COC(=O)c1cn(CCN2C(=O)C3(CC3c3ccc(Cl)cc3)c3ccccc32)cn1. As a reaction SMILES: [Br:12][CH2:13][CH2:14][N:15]1[C:16](=[O:33])[C:17]2([CH:18]([c:20]3[cH:21][cH:22][c:23]([Cl:26])[cH:24][cH:25]3)[CH2:19]2)[c:27]2[cH:28][cH:29][cH:30][cH:31][c:32]21.[CH3:1][O:2][C:3](=[O:4])[c:5]1[n:6][cH:7][nH:8][cH:9]1.[H-:11].[Na+:10].[O:34]=[CH:35][N:36]([CH3:37])[CH3:38]>>[CH3:1][O:2][C:3](=[O:4])[c:5]1[n:6][cH:7][n:8]([CH2:13][CH2:14][N:15]2[C:16](=[O:33])[C:17]3([CH:18]([c:20]4[cH:21][cH:22][c:23]([Cl:26])[cH:24][cH:25]4)[CH2:19]3)[c:27]3[cH:28][cH:29][cH:30][cH:31][c:32]32)[cH:9]1. The product is CC(N)C(Oc1cccc2c1cnn2-c1ccc(F)cc1)c1ccccc1. The reactants are CC(N)C(Oc1ccc2c(cnn2-c2ccc(F)cc2)c1)c1ccccc1, Fc1ccc(-n2ncc3c(I)cccc32)cc1. Reaction SMILES: [F:1][c:2]1[cH:3][cH:4][c:5](-[n:6]2[c:7]3[c:8]([cH:9][c:10]([O:17][CH:18]([CH:19]([CH3:20])[NH2:21])[c:22]4[cH:23][cH:24][cH:25][cH:26][cH:27]4)[cH:11][cH:12]3)[cH:13][n:14]2)[cH:15][cH:16]1.[I:28][c:29]1[c:30]2[cH:31][n:32][n:33](-[c:38]3[cH:39][cH:40][c:41]([F:44])[cH:42][cH:43]3)[c:34]2[cH:35][cH:36][cH:37]1>>[O:17]([CH:18]([CH:19]([CH3:20])[NH2:21])[c:22]1[cH:23][cH:24][cH:25][cH:26][cH:27]1)[c:29]1[c:30]2[cH:31][n:32][n:33](-[c:38]3[cH:39][cH:40][c:41]([F:44])[cH:42][cH:43]3)[c:34]2[cH:35][cH:36][cH:37]1. Reactants: C1=C(C=CC=2OC3=C(C21)C=CC=C3)C(=N)N (dibenzofuran-2-carboxamidine), ClC1=C(C=C(C#N)C#N)C=CC(=C1)Cl (2-(2,4-dichloro-benzylidene)-malononitrile). Product: NCC=1C(=NC(=NC1C1=C(C=C(C=C1)Cl)Cl)C1=CC2=C(OC3=C2C=CC=C3)C=C1)N (5-Aminomethyl-2-dibenzofuran-2-yl-6-(2,4-dichloro-phenyl)-pyrimidin-4-ylamine). Reaction SMILES: [CH:1]1[C:9]2[C:8]3[CH:10]=[CH:11][CH:12]=[CH:13][C:7]=3[O:6][C:5]=2[CH:4]=[CH:3][C:2]=1[C:14]([NH2:16])=[NH:15].[Cl:17][C:18]1[CH:29]=[C:28]([Cl:30])[CH:27]=[CH:26][C:19]=1[CH:20]=[C:21]([C:24]#[N:25])[C:22]#[N:23]>>[NH2:25][CH2:24][C:21]1[C:22]([NH2:23])=[N:15][C:14]([C:2]2[CH:3]=[CH:4][C:5]3[O:6][C:7]4[CH:13]=[CH:12][CH:11]=[CH:10][C:8]=4[C:9]=3[CH:1]=2)=[N:16][C:20]=1[C:19]1[CH:26]=[CH:27][C:28]([Cl:30])=[CH:29][C:18]=1[Cl:17]. Reported procedure: The title compound, MS: m/e=434.9 (M+), was prepared from dibenzofuran-2-carboxamidine and 2-(2,4-dichloro-benzylidene)-malononitrile in analogy to the process described in Example 11 as a solid. The reactants are C(C)(C)(C)OC(=O)N[C@H](C(=O)OC)CC1=CC=CC=C1 (methyl (S)-2-tert-butyloxycarbonylamino-3-phenylpropanoate), BrCBr (dibromomethane), C(C)(C)NC(C)C (diisopropylamine), C(CCC)[Li] (n-butyllithium). The solvent is O1CCCC1 (tetrahydrofuran), O1CCCC1 (tetrahydrofuran), of2N-HCl. Reaction conditions: temperature -70 celsius, time 30 minute. The product is C(C1=CC=CC=C1)[C@@H](C(C(Br)Br)=O)NC(OC(C)(C)C)=O (tert-butyl (S)-(1-benzyl-3,3-dibromo-2-oxo-propyl)carbamate). Isolated yield 20.8%. As a reaction SMILES: C(NC(C)C)(C)C.C([Li])CCC.[C:13]([O:17][C:18]([NH:20][C@@H:21]([CH2:26][C:27]1[CH:32]=[CH:31][CH:30]=[CH:29][CH:28]=1)[C:22]([O:24]C)=O)=[O:19])([CH3:16])([CH3:15])[CH3:14].[Br:33][CH2:34][Br:35]>O1CCCC1>[CH2:26]([C@H:21]([NH:20][C:18](=[O:19])[O:17][C:13]([CH3:14])([CH3:15])[CH3:16])[C:22](=[O:24])[CH:34]([Br:35])[Br:33])[C:27]1[CH:32]=[CH:31][CH:30]=[CH:29][CH:28]=1. Reported procedure: Under nitrogen gas, a solution of diisopropylamine (2.4 g, 21.6 mmol) in tetrahydrofuran (10 mL) was added to n-butyllithium (in 1.6 M hexane, 13.5 mL, 21.6 mmol) at 5° C. and the mixture was stirred for 30 minutes (liquor A). Separately, under nitrogen gas in another vessel, a solution was prepared from methyl (S)-2-tert-butyloxycarbonylamino-3-phenylpropanoate (2.0 g, 7.2 mmol), dibromomethane (2.5 g, 14.4 mmol) and tetrahydrofuran (10 mL) and cooled to −70° C. (liquor B). To this liquor B was... Reactants: C(C1=CC=CC=C1)(C1=CC=CC=C1)(C1=CC=CC=C1)OCCCCCC(=O)OC (Methyl 6-trityloxy-hexanoate), C(C1=CC=CC=C1)(C1=CC=CC=C1)(C1=CC=CC=C1)Cl (Trityl chloride), COC(CCCCCCCCCCCO)=O (Methyl-12-hydroxy-dodecanoate). The solvent is N1=CC=CC=C1 (pyridine). Conditions: time 3 day. The product is COC(CCCCCCCCCCCOC(C1=CC=CC=C1)(C1=CC=CC=C1)C1=CC=CC=C1)=O (Methyl-12-trityloxy-dodecanoate). The yield is 40.0%. RXN SMILES: [C:1]([O:20][CH2:21][CH2:22]CCCC(OC)=O)([C:14]1[CH:19]=[CH:18][CH:17]=[CH:16][CH:15]=1)([C:8]1[CH:13]=[CH:12][CH:11]=[CH:10][CH:9]=1)[C:2]1[CH:7]=[CH:6][CH:5]=[CH:4][CH:3]=1.C(Cl)(C1C=CC=CC=1)(C1C=CC=CC=1)C1C=CC=CC=1.[CH3:50][O:51][C:52](=[O:65])[CH2:53][CH2:54][CH2:55][CH2:56][CH2:57][CH2:58][CH2:59][CH2:60][CH2:61]CCO>N1C=CC=CC=1>[CH3:50][O:51][C:52](=[O:65])[CH2:53][CH2:54][CH2:55][CH2:56][CH2:57][CH2:58][CH2:59][CH2:60][CH2:61][CH2:22][CH2:21][O:20][C:1]([C:14]1[CH:15]=[CH:16][CH:17]=[CH:18][CH:19]=1)([C:8]1[CH:13]=[CH:12][CH:11]=[CH:10][CH:9]=1)[C:2]1[CH:3]=[CH:4][CH:5]=[CH:6][CH:7]=1. Procedure details: The synthesis procedure of 15a was followed. Trityl chloride (1412 mg, 5.1 mmol), 14c (583 mg, 2.5 mmol), and pyridine (10 mL) were used and the reaction was prolonged to 3 days. The filtration step was omitted, instead the crude material was purified by flash column chromatography (10% EtOAc in hexanes) yielding 477 mg (40%) of a pale yellow oil 15c. 1H-NMR (400 MHz, CDCl3, δH ppm): 7.44 (6H, m, p-Ar), 7.28 (6H, m, m-Ar), 7.21 (3H, m, o-Ar), 3.66 (3H, s, CO2CH3), 3.03 (2H, t, 3JH—H=6.6 Hz, H)—C...